From a dataset of the Open Reaction Database (ORD), a public repository of structured organic reaction records. describe an organic reaction: reactants, conditions, products, and yield Starting materials: BrC1=C(C2=C(C=NN(C2=O)COCC[Si](C)(C)C)N1COCC[Si](C)(C)C)CBr (2-bromo-3-bromomethyl-1,5-bis(2-trimethylsilylethoxymethyl)-1,5-dihydropyrrolo[2,3-d]pyridazin-4-one), O1CCCC1 (tetrahydrofuran), CCC(CC)O (3-pentanol), [H-].[Na+] (sodium hydride). Solvent: O (water). Reaction conditions: time 3 hour. Product: BrC1=C(C2=C(C=NN(C2=O)COCC[Si](C)(C)C)N1COCC[Si](C)(C)C)COC(CC)CC (2-Bromo-3-(1-ethylpropoxymethyl)-1,5-bis(2-trimethylsilylethoxymethyl)-1,5-dihydropyrrolo[2,3-d]pyridazin-4-one). Isolated yield 65.0%. RXN SMILES: O1CCCC1.[CH3:6][CH2:7][CH:8]([OH:11])[CH2:9][CH3:10].[H-].[Na+].[Br:14][C:15]1[N:32]([CH2:33][O:34][CH2:35][CH2:36][Si:37]([CH3:40])([CH3:39])[CH3:38])[C:18]2[CH:19]=[N:20][N:21]([CH2:24][O:25][CH2:26][CH2:27][Si:28]([CH3:31])([CH3:30])[CH3:29])[C:22](=[O:23])[C:17]=2[C:16]=1[CH2:41]Br>O>[Br:14][C:15]1[N:32]([CH2:33][O:34][CH2:35][CH2:36][Si:37]([CH3:40])([CH3:39])[CH3:38])[C:18]2[CH:19]=[N:20][N:21]([CH2:24][O:25][CH2:26][CH2:27][Si:28]([CH3:31])([CH3:30])[CH3:29])[C:22](=[O:23])[C:17]=2[C:16]=1[CH2:41][O:11][CH:8]([CH2:9][CH3:10])[CH2:7][CH3:6] |f:2.3|. Procedure: To 15 ml of dehydrated tetrahydrofuran solution containing 1.90 ml of 3-pentanol was added 0.38 g of sodium hydride (55% dispersed material in mineral oil) under cooling in ice-bath, and the mixture was stirred at room temperature for 3 hours. Then, 0.99 g (1.75 mmol) of 2-bromo-3-bromomethyl-1,5-bis(2-trimethylsilylethoxymethyl)-1,5-dihydropyrrolo[2,3-d]pyridazin-4-one obtained in Reference example 25-(a) was added to the mixture, and the mixture was stirred at 45° C. for 2 hours. After complet... Reactants: CO (methanol), O (water), COC=1C=C(CC2(OCCC2)C(=O)OC)C=CC1 (methyl 2-(3-methoxybenzyl)-tetrahydro-2-furancarboxylate), solution, B(Br)(Br)Br (boron tribromide). The solvent is ClCCl (dichloromethane), ClCCl (dichloromethane), ClCCl (dichloromethane). Conditions: temperature 0 celsius. Yields the product OC=1C=C(CC2(OCCC2)C(=O)O)C=CC1 (2-(3-Hydroxybenzyl)-tetrahydro-2-furancarboxylic acid). Isolated yield 99.1%. Reaction SMILES: C[O:2][C:3]1[CH:4]=[C:5]([CH:16]=[CH:17][CH:18]=1)[CH2:6][C:7]1([C:12]([O:14]C)=[O:13])[CH2:11][CH2:10][CH2:9][O:8]1.B(Br)(Br)Br.CO.O>ClCCl>[OH:2][C:3]1[CH:4]=[C:5]([CH:16]=[CH:17][CH:18]=1)[CH2:6][C:7]1([C:12]([OH:14])=[O:13])[CH2:11][CH2:10][CH2:9][O:8]1. Reported procedure: To a solution of 2.50 g of methyl 2-(3-methoxybenzyl)-tetrahydro-2-furancarboxylate in 50 ml of dichloromethane was added 22 ml of a 1 M solution of boron tribromide in dichloromethane at −70° C. under an atmosphere of nitrogen gas. After warming to 0° C., the mixture was cooled again to −70° C., and 20 ml of methanol was added. 200 ml of dichloromethane and 100 ml of water were further added. The organic layer was dried over anhydrous magnesium sulfate, and the solvent was evaporated, to give 2... The reactants are CSc1nc2c(Br)cccn2c1CO, CC(C)=O. The product is CSc1nc2c(Br)cccn2c1C. RXN SMILES: [Br:1][c:2]1[c:3]2[n:4]([cH:5][cH:6][cH:7]1)[c:8]([CH2:13][OH:14])[c:9]([S:11][CH3:12])[n:10]2.[CH3:15][C:16](=[O:17])[CH3:18]>>[Br:1][c:2]1[c:3]2[n:4]([cH:5][cH:6][cH:7]1)[c:8]([CH3:13])[c:9]([S:11][CH3:12])[n:10]2. Yield: 72.9%. Yields the product CC=1N=CC2=CC=CC(=C2C1)N=C1SC[C@H]2N1C=1C=CC=CC1C2 ((S)-3-[(3-methylisoquinol-5-yl)imino]-9,9a-dihydrothiazolo[3,4-a]indole). RXN SMILES: [NH2:1][C:2]1[CH:11]=[CH:10][CH:9]=[C:8]2[C:3]=1[CH:4]=[C:5]([CH3:12])[N:6]=[CH:7]2.[I-].CS[C:16]1[S:17][CH2:18][C@@H:19]2[CH2:27][C:26]3[CH:25]=[CH:24][CH:23]=[CH:22][C:21]=3[N+:20]=12>>[CH3:12][C:5]1[N:6]=[CH:7][C:8]2[C:3]([CH:4]=1)=[C:2]([N:1]=[C:16]1[N:20]3[C:21]4[CH:22]=[CH:23][CH:24]=[CH:25][C:26]=4[CH2:27][C@H:19]3[CH2:18][S:17]1)[CH:11]=[CH:10][CH:9]=2 |f:1.2|. Starting materials: NC1=C2C=C(N=CC2=CC=C1)C (5-amino-3-methylisoquinoline), [I-].CSC=1SC[C@H]2[N+]1C=1C=CC=CC1C2 ((S)-3-methylthio-9,9a-dihydrothiazolo[3,4-a]indolium iodide). Procedure: Following the procedure of Example 1 but starting with 5-amino-3-methylisoquinoline (6.0 g) and (S)-3-methylthio-9,9a-dihydrothiazolo[3,4-a]indolium iodide (12.0 g), (S)-3-[(3-methylisoquinol-5-yl)imino]-9,9a-dihydrothiazolo[3,4-a]indole (8.3 g) is obtained, after recrystallisation from ethanol, in the form of white crystals melting at 182° C. [α]D20 =-92.5±1.5° (c=1, chloroform) Reactants: O.[OH-].[Li+] (Lithium hydroxide monohydrate), COC(CC1=CC2=CC=C(C=C2C(=C1C)C1=CC=C(C=C1)S(=O)(=O)C1=C(C=CC=C1)OC(F)(F)F)F)=O ({6-fluoro-3-methyl-4-[4-(2-trifluoromethoxy-benzenesulfonyl)-phenyl]-naphthalen-2-yl}-acetic acid methyl ester). Solvent: hexanes, C1CCOC1.O (THF H2O). Reaction conditions: time 16 hour. Yields the product FC=1C=C2C(=C(C(=CC2=CC1)CC(=O)O)C)C1=CC=C(C=C1)S(=O)(=O)C1=C(C=CC=C1)OC(F)(F)F ({6-fluoro-3-methyl-4-[4-(2-trifluoromethoxy-benzenesulfonyl)-phenyl]-naphthalen-2-yl}-acetic acid). Isolated yield 92.4%. RXN SMILES: O.[OH-].[Li+].C[O:5][C:6](=[O:40])[CH2:7][C:8]1[C:17]([CH3:18])=[C:16]([C:19]2[CH:24]=[CH:23][C:22]([S:25]([C:28]3[CH:33]=[CH:32][CH:31]=[CH:30][C:29]=3[O:34][C:35]([F:38])([F:37])[F:36])(=[O:27])=[O:26])=[CH:21][CH:20]=2)[C:15]2[C:10](=[CH:11][CH:12]=[C:13]([F:39])[CH:14]=2)[CH:9]=1>C1COCC1.O>[F:39][C:13]1[CH:14]=[C:15]2[C:10](=[CH:11][CH:12]=1)[CH:9]=[C:8]([CH2:7][C:6]([OH:40])=[O:5])[C:17]([CH3:18])=[C:16]2[C:19]1[CH:20]=[CH:21][C:22]([S:25]([C:28]2[CH:33]=[CH:32][CH:31]=[CH:30][C:29]=2[O:34][C:35]([F:37])([F:36])[F:38])(=[O:27])=[O:26])=[CH:23][CH:24]=1 |f:0.1.2,4.5|. Procedure details: Lithium hydroxide monohydrate (0.012 g, 0.28 mmol) was added to a stirred solution of {6-fluoro-3-methyl-4-[4-(2-trifluoromethoxy-benzenesulfonyl)-phenyl]-naphthalen-2-yl}-acetic acid methyl ester (0.038 g, 0.071 mmol) in a 3:1 THF—H2O mixture (4 mL). The reaction mixture was stirred for 16 hours at room temperature. The THF was distilled off under reduced pressure, and the crude residue was diluted with water, acidified [pH˜2] via the drop-wise addition of an aqueous solution of hydrochloric ac... The reactants are C1CCOC1, Cc1cc(C(=O)Cl)n(C)n1, [Cl-], Nc1cccc(Cc2ccc3c(c2)NC(=O)C3)c1. Product: Cc1cc(C(=O)Nc2cccc(Cc3ccc4c(c3)NC(=O)C4)c2)n(C)n1. As a reaction SMILES: [CH2:30]1[O:31][CH2:32][CH2:33][CH2:34]1.[CH3:1][n:2]1[n:3][c:4]([CH3:10])[cH:5][c:6]1[C:7](=[O:8])[Cl:9].[Cl-:29].[NH2:11][c:12]1[cH:13][c:14]([CH2:15][c:16]2[cH:17][cH:18][c:19]3[c:23]([cH:24]2)[NH:22][C:21](=[O:25])[CH2:20]3)[cH:26][cH:27][cH:28]1>>[CH3:1][n:2]1[n:3][c:4]([CH3:10])[cH:5][c:6]1[C:7](=[O:8])[NH:11][c:12]1[cH:13][c:14]([CH2:15][c:16]2[cH:17][cH:18][c:19]3[c:23]([cH:24]2)[NH:22][C:21](=[O:25])[CH2:20]3)[cH:26][cH:27][cH:28]1. The reactants are [H-].[Na+] (sodium hydride), O1CCCC1 (tetrahydrofuran), Br[C@@H]1COC2=C([C@H]1O)C(=CC=C2)OC (trans-3-bromo-4-hydroxy-5-methoxy-3,4-dihydro-2H-[1]benzopyran), O1CCCC1 (tetrahydrofuran). Reaction conditions: time 30 minute. Yields the product COC1=CC=CC2=C1CC(CO2)=O (5-methoxy-3,4-dihydro-2H-[1]-benzopyran-3-one). RXN SMILES: [H-].[Na+].Br[C@H:4]1[C@H:9](O)[C:8]2[C:11]([O:15][CH3:16])=[CH:12][CH:13]=[CH:14][C:7]=2[O:6][CH2:5]1.[O:17]1CCCC1>>[CH3:16][O:15][C:11]1[C:8]2[CH2:9][C:4](=[O:17])[CH2:5][O:6][C:7]=2[CH:14]=[CH:13][CH:12]=1 |f:0.1|. Procedure details: To a suspension of 5.0 g sodium hydride in 100 ml of dry tetrahydrofuran is added with stirring a solution of 13 g of trans-3-bromo-4-hydroxy-5-methoxy-3,4-dihydro-2H-[1]benzopyran in 150 ml of dry tetrahydrofuran in a dropwise fashion. After 30 minutes stirring at room temperature, the reaction mixture is filtered through filter-cel and the solvent is removed in vacuo. The residue is dissolved in 150 ml of toluene, 1.0 g of anhydrous zinc iodide is added and the mixture is refluxed for 15 minut... Reactants: NC1=CC=C(C=C1)CCCN1CCN(CC1)C1=CC=CC=C1 (N-[γ-(p-amino-phenyl)-n-propyl]-N'-phenyl-piperazine), C(C=C)#N (acrylnitrile). The solvent is C(C)(=O)O (acetic acid). Yields the product C(#N)CCNC1=CC=C(C=C1)CCCN1CCN(CC1)C1=CC=CC=C1 (N-[γ-(p-[β-cyanoethyl-amino]phenyl)-n-propyl]-N'-phenyl-piperazine). The yield is 81.2%. RXN SMILES: [NH2:1][C:2]1[CH:7]=[CH:6][C:5]([CH2:8][CH2:9][CH2:10][N:11]2[CH2:16][CH2:15][N:14]([C:17]3[CH:22]=[CH:21][CH:20]=[CH:19][CH:18]=3)[CH2:13][CH2:12]2)=[CH:4][CH:3]=1.[C:23](#[N:26])[CH:24]=[CH2:25]>C(O)(=O)C>[C:23]([CH2:24][CH2:25][NH:1][C:2]1[CH:3]=[CH:4][C:5]([CH2:8][CH2:9][CH2:10][N:11]2[CH2:12][CH2:13][N:14]([C:17]3[CH:18]=[CH:19][CH:20]=[CH:21][CH:22]=3)[CH2:15][CH2:16]2)=[CH:6][CH:7]=1)#[N:26]. Procedure: A mixture consisting of 29.5 gm (0.1 mol) of N-[γ-(p-amino-phenyl)-n-propyl]-N'-phenyl-piperazine (m.p. 102° C), 5.8 gm (0.11 mol) of acrylnitrile and 20 ml of glacial acetic acid was refluxed for 20 hours. Thereafter, the solvent was distilled off in vacuo, and the residue was recrystallized from dilute methanol, yielding 28.3 gm (81.3% of theory) of N-[γ-(p-[β-cyanoethyl-amino]phenyl)-n-propyl]-N'-phenyl-piperazine, M.P. 141°-143° C. Starting materials: CC(=O)Oc1ccc(C(=O)CBr)cc1OC(C)=O, O=C(Cc1ccccc1)NCCNCc1ccccc1. The product is CC(=O)Oc1ccc(C(=O)CN(CCNC(=O)Cc2ccccc2)Cc2ccccc2)cc1OC(C)=O. Reaction SMILES: [C:1]([CH3:2])(=[O:3])[O:4][c:5]1[cH:6][c:7]([C:15]([CH2:16][Br:17])=[O:18])[cH:8][cH:9][c:10]1[O:11][C:12]([CH3:13])=[O:14].[CH2:19]([c:20]1[cH:21][cH:22][cH:23][cH:24][cH:25]1)[NH:26][CH2:27][CH2:28][NH:29][C:30]([CH2:31][c:32]1[cH:33][cH:34][cH:35][cH:36][cH:37]1)=[O:38]>>[C:1]([CH3:2])(=[O:3])[O:4][c:5]1[cH:6][c:7]([C:15]([CH2:16][N:26]([CH2:19][c:20]2[cH:21][cH:22][cH:23][cH:24][cH:25]2)[CH2:27][CH2:28][NH:29][C:30]([CH2:31][c:32]2[cH:33][cH:34][cH:35][cH:36][cH:37]2)=[O:38])=[O:18])[cH:8][cH:9][c:10]1[O:11][C:12]([CH3:13])=[O:14]. The reactants are resultant mixture, C(CCC)[Li] (butyllithium), solution, C(CCC)(=O)C=1N=CN(C1)C(C1=CC=CC=C1)(C1=CC=CC=C1)C1=CC=CC=C1 (4-butanoyl-1-trityl-imidazole), saturated aqueous solution, [Cl-].[NH4+] (ammonium chloride), O (water). The solvent is C1CCOC1 (THF), CCCCCC (hexane), C1CCOC1 (THF). Yields the product C1(=CC=CC=C1)CC1=CC=CC=C1 (diphenylmethane), alcohol. Isolated yield 200.0%. As a reaction SMILES: C([Li])CCC.C(C1N=CN([C:16](C2C=CC=CC=2)([C:23]2[CH:28]=[CH:27][CH:26]=[CH:25][CH:24]=2)[C:17]2[CH:22]=[CH:21][CH:20]=[CH:19][CH:18]=2)C=1)(=O)CCC.[Cl-].[NH4+].O>C1COCC1.CCCCCC>[C:17]1([CH2:16][C:23]2[CH:24]=[CH:25][CH:26]=[CH:27][CH:28]=2)[CH:22]=[CH:21][CH:20]=[CH:19][CH:18]=1 |f:2.3|. Reported procedure: A solution of 4.30 g (25.8 mmols) of diphenylmethane in 50 ml of THF is prepared in inert atmosphere (nitrogen) then cooled in an ice bath. First 16.7 ml of butyllithium of a 1.7M solution in hexane and then, drop by drop, a solution of 4.90 g (12.9 mmols) of the previous ketone 3 in 50 ml of THF, are added slowly. The resultant mixture is stirred for 2 hours at room temperature and then 50 ml of a saturated aqueous solution of ammonium chloride and 100 ml of water are added. Extraction with eth...